The task is: describe an organic reaction: reactants, conditions, products, and yield. This data is from the Open Reaction Database (ORD), a public repository of structured organic reaction records. Reported procedure: Carbazole (1.80 g, 10.9 mmol), 4,4′-dibromobiphenyl (0.75 g, 2.4 mmol), and potassium tbutoxide (2.24 g, 20 mmol) were dissolved in dry toluene and heated at 135° C. for 24 h. The solution was filtered and the solvent was removed in vacuo, the residue was dry-packed on SiO2 and chromatographed using 10% acetone in hexanes to afford (0.08 g, 6%) of the product. 1H NMR (CDCl3) δ 8.22-8.16 (m, 4H), 7.93-7.65 (m, 8H), 7.56-7.49 (m, 8H), 7.47-7.28 (m, 4H). 13C NMR (CDCl3+DMSO-d6) δ 142.1, 140.8, 140.... Conditions: temperature 135 celsius. Yields the product C1(=CC(=CC=C1)N1C2=CC=CC=C2C=2C=CC=CC12)C1=CC=C(C=C1)N1C2=CC=CC=C2C=2C=CC=CC12 (9,9′-(biphenyl-3,4′-diyl)bis(9H-carbazole)). Run in C1(=CC=CC=C1)C (toluene). Yield: 6.9%. As a reaction SMILES: [CH:1]1[C:13]2[NH:12][C:11]3[C:6](=[CH:7][CH:8]=[CH:9][CH:10]=3)[C:5]=2[CH:4]=[CH:3][CH:2]=1.Br[C:15]1[CH:20]=[CH:19][C:18]([C:21]2[CH:26]=[CH:25][C:24](Br)=[CH:23][CH:22]=2)=[CH:17][CH:16]=1.[CH3:28][C:29]([CH3:32])([O-])[CH3:30].[K+]>C1(C)C=CC=CC=1>[C:18]1([C:21]2[CH:26]=[CH:25][C:24]([N:12]3[C:11]4[CH:10]=[CH:9][CH:8]=[CH:7][C:32]=4[C:29]4[C:30]3=[CH:2][CH:1]=[CH:13][CH:28]=4)=[CH:23][CH:22]=2)[CH:19]=[CH:20][CH:15]=[C:16]([N:12]2[C:11]3[CH:10]=[CH:9][CH:8]=[CH:7][C:6]=3[C:5]3[C:13]2=[CH:1][CH:2]=[CH:3][CH:4]=3)[CH:17]=1 |f:2.3|. Reactants: C1=CC=CC=2C3=CC=CC=C3NC12 (Carbazole), BrC1=CC=C(C=C1)C1=CC=C(C=C1)Br (4,4′-dibromobiphenyl), CC(C)([O-])C.[K+] (potassium tbutoxide). Yield: 73.2%. Starting materials: BrC1=CSC2=C1N=C(N=C2)Cl (7-Bromo-2-chlorothieno[3,2-d]pyrimidine), Pd2(PPh3)Cl2, CC(C)C1=CC(=C(C(=C1)C(C)C)C2=CC=CC=C2P(C(C)(C)C)C(C)(C)C)C(C)C (t-ButylXphos), C([O-])([O-])=O.[Na+].[Na+] (sodium carbonate), NC=1C=C(C=CC1)B(O)O (3-aminophenylboronic acid). Reaction conditions: temperature 90 celsius, time 6 hour. RXN SMILES: Br[C:2]1[C:6]2[N:7]=[C:8]([Cl:11])[N:9]=[CH:10][C:5]=2[S:4][CH:3]=1.C(=O)([O-])[O-].[Na+].[Na+].[NH2:18][C:19]1[CH:20]=[C:21](B(O)O)[CH:22]=[CH:23][CH:24]=1.CC(C1C=C(C(C)C)C(C2C(P(C(C)(C)C)C(C)(C)C)=CC=CC=2)=C(C(C)C)C=1)C>O1CCOCC1>[Cl:11][C:8]1[N:9]=[CH:10][C:5]2[S:4][CH:3]=[C:2]([C:23]3[CH:24]=[C:19]([NH2:18])[CH:20]=[CH:21][CH:22]=3)[C:6]=2[N:7]=1 |f:1.2.3|. Solvent: O1CCOCC1 (dioxane). The product is ClC=1N=CC2=C(N1)C(=CS2)C=2C=C(C=CC2)N (3-(2-chlorothieno[3,2-d]pyrimidin-7-yl)benzenamine). Procedure details: 7-Bromo-2-chlorothieno[3,2-d]pyrimidine (3.645 g, 14.61 mmol) was dissolved in dioxane (44 mL) and 2.0 N sodium carbonate (22 mL, 43.83 mmol) and 3-aminophenylboronic acid (2 g, 14.61 mmol) were added. After flowing nitrogen to the mixture solution for 10 minutes, Pd2(PPh3)Cl2 (615 mg, 0.88 mmol) and t-ButylXphos (558 mg, mmol) were added. The reaction mixture solution was stirred at 90° C. for 6 hours and filtered with celite. The filtrate was diluted with ethyl acetate and washed with brine. T...